describe an organic reaction: reactants, conditions, products, and yield From a dataset of the Open Reaction Database (ORD), a public repository of structured organic reaction records. The reactants are ( 11R ), CC1(OC[C@H](O1)C[C@H]1C2=C(CC3=C(C1=O)C=C(C=C3)F)C=CC=C2)C ((11S)-11-{[(4R)-2,2-dimethyl-1,3-dioxolan-4-yl]methyl}-8-fluoro-5,11-dihydro-10H-dibenzo[a,d]cyclohepten-10-one), CC1(OC[C@H](O1)C[C@H]1C2=C(CC3=C(C1=O)C=C(C=C3)F)C=CC=C2)C ((11S)-11-{[(4R)-2,2-dimethyl-1,3-dioxolan-4-yl]methyl}-8-fluoro-5,11-dihydro-10H-dibenzo[a,d]cyclohepten-10-one), [BH4-].[Na+] (sodium borohydride), alcohols. Solvent: C(C)(C)O (isopropanol), P(=O)([O-])([O-])[O-] (phosphate). The product is intermediate 13, CC1(OC[C@H](O1)C[C@H]1C2=C(CC3=C([C@H]1O)C=C(C=C3)F)C=CC=C2)C ((10S,11S)-11-{[(4R)-2,2-dimethyl-1,3-dioxolan-4-yl]methyl}-8-fluoro-10,11-dihydro-5H-diben-zo[a,d]cyclohepten-10-ol). Yield: 34.9%. Reaction SMILES: [BH4-].[Na+].[CH3:3][C:4]1([CH3:27])[O:8][C@H:7]([CH2:9][C@@H:10]2[C:16](=[O:17])[C:15]3[CH:18]=[C:19]([F:22])[CH:20]=[CH:21][C:14]=3[CH2:13][C:12]3[CH:23]=[CH:24][CH:25]=[CH:26][C:11]2=3)[CH2:6][O:5]1>C(O)(C)C.P([O-])([O-])([O-])=O>[CH3:3][C:4]1([CH3:27])[O:8][C@H:7]([CH2:9][C@@H:10]2[C@H:16]([OH:17])[C:15]3[CH:18]=[C:19]([F:22])[CH:20]=[CH:21][C:14]=3[CH2:13][C:12]3[CH:23]=[CH:24][CH:25]=[CH:26][C:11]2=3)[CH2:6][O:5]1 |f:0.1|. Procedure: Solid sodium borohydride (2.50 g, 66 mmol) was added in small portions within 15 min. into a magnetically stirred, ice-cooled solution of (11R) and (11S)-11-{[(4R)-2,2-dimethyl-1,3-dioxolan-4-yl]methyl}-8-fluoro-5,11-dihydro-10H-dibenzo[a,d]cyclohepten-10-one (reaction mixture of intermediate 7 and 8 before separation) (65:35, 1278 mg, 3.75 mmol) in isopropanol (160 mL) and 0.5 M phosphate buffer (pH 7, 63 mL). Reaction mixture was stirred at 0° C. for additional 15 min., quenched with saturated... RXN SMILES: [Br:1][C:2]1[CH:3]=[C:4]([CH:21]=[CH:22][CH:23]=1)[CH2:5][N:6]([CH3:20])[CH2:7][CH:8]([C:10]1[CH:19]=[CH:18][C:17]2[C:12](=[CH:13][CH:14]=[CH:15][CH:16]=2)[CH:11]=1)O.S(=O)(=O)(O)O>C(Cl)Cl>[Br:1][C:2]1[CH:3]=[C:4]2[C:21]([CH:8]([C:10]3[CH:19]=[CH:18][C:17]4[C:12](=[CH:13][CH:14]=[CH:15][CH:16]=4)[CH:11]=3)[CH2:7][N:6]([CH3:20])[CH2:5]2)=[CH:22][CH:23]=1. The solvent is C(Cl)Cl (methylene chloride). Yields the product BrC1=CC=C2C(CN(CC2=C1)C)C1=CC2=CC=CC=C2C=C1 (7-bromo-2-methyl-4-(naphthalen-2-yl)-1,2,3,4-tetrahydroisoquinoline). Reaction conditions: temperature 0 celsius, time 3 hour. Reactants: BrC=1C=C(CN(CC(O)C2=CC3=CC=CC=C3C=C2)C)C=CC1 (2-((3-bromobenzyl)(methyl)amino)-1-(naphthalen-2-yl)ethanol), S(O)(O)(=O)=O (sulfuric acid). The yield is 40.7%. Procedure: To a solution of Compound 16 (˜110 mmol) in methylene chloride (1.0 L) was added concentrated sulfuric acid (30.0 mL, 0.56 mol) and the mixture was stirred at 0° C. for 3 h. The reaction was quenched by adding 6 N NaOH until the pH was ˜9, and the aqueous phase was extracted with additional methylene chloride (3×). The combined organic extracts were dried over sodium sulfate, filtered and concentrated. The residue was purified by flash chromatography (9:1 to 8:1 hexanes/ethyl acetate) to afford ... Yields the product Cc1ccc(Cc2nn3c(C(CCCc4ccccc4)C(C)O)nc(C)c3c(=O)[nH]2)cc1. Reaction SMILES: [BH4-:33].[C:1]([CH3:2])(=[O:3])[CH:4]([CH2:5][CH2:6][CH2:7][c:8]1[cH:9][cH:10][cH:11][cH:12][cH:13]1)[c:14]1[n:15][c:16]([CH3:32])[c:17]2[c:18](=[O:31])[nH:19][c:20]([CH2:23][c:24]3[cH:25][cH:26][c:27]([CH3:30])[cH:28][cH:29]3)[n:21][n:22]12.[CH3:36][CH2:37][OH:38].[ClH:35].[Na+:34]>>[CH:1]([CH3:2])([OH:3])[CH:4]([CH2:5][CH2:6][CH2:7][c:8]1[cH:9][cH:10][cH:11][cH:12][cH:13]1)[c:14]1[n:15][c:16]([CH3:32])[c:17]2[c:18](=[O:31])[nH:19][c:20]([CH2:23][c:24]3[cH:25][cH:26][c:27]([CH3:30])[cH:28][cH:29]3)[n:21][n:22]12. Starting materials: [BH4-], CC(=O)C(CCCc1ccccc1)c1nc(C)c2c(=O)[nH]c(Cc3ccc(C)cc3)nn12, CCO, Cl, [Na+]. Reactants: c1ccc2c(c1)CCCN2, COc1cc2ncnc(Cl)c2cc1SC. Yields the product COc1cc2ncnc(N3CCCc4ccccc43)c2cc1SC. As a reaction SMILES: [CH2:1]1[CH2:2][NH:3][c:4]2[cH:5][cH:6][cH:7][cH:8][c:9]2[CH2:10]1.[Cl:11][c:12]1[n:13][cH:14][n:15][c:16]2[cH:17][c:18]([O:24][CH3:25])[c:19]([S:22][CH3:23])[cH:20][c:21]12>>[CH2:1]1[CH2:2][N:3]([c:12]2[n:13][cH:14][n:15][c:16]3[cH:17][c:18]([O:24][CH3:25])[c:19]([S:22][CH3:23])[cH:20][c:21]23)[c:4]2[cH:5][cH:6][cH:7][cH:8][c:9]2[CH2:10]1.